describe an organic reaction: reactants, conditions, products, and yield From a dataset of the Open Reaction Database (ORD), a public repository of structured organic reaction records. Reactants: CC(=O)O, CO, C=Cc1c2c(nn1C)N(c1ccc(Cl)cc1Cl)CCC2, [K+], [K+], O=C([O-])N=NC(=O)[O-]. Product: CCc1c2c(nn1C)N(c1ccc(Cl)cc1Cl)CCC2. Reaction SMILES: [CH3:31][C:32](=[O:33])[OH:34].[CH3:35][OH:36].[Cl:1][c:2]1[c:3]([N:9]2[c:10]3[c:11]([c:15]([CH:19]=[CH2:20])[n:16]([CH3:18])[n:17]3)[CH2:12][CH2:13][CH2:14]2)[cH:4][cH:5][c:6]([Cl:8])[cH:7]1.[K+:29].[K+:30].[N:21]([C:22]([O-:23])=[O:24])=[N:25][C:26]([O-:27])=[O:28]>>[Cl:1][c:2]1[c:3]([N:9]2[c:10]3[c:11]([c:15]([CH2:19][CH3:20])[n:16]([CH3:18])[n:17]3)[CH2:12][CH2:13][CH2:14]2)[cH:4][cH:5][c:6]([Cl:8])[cH:7]1.